Dataset: the Open Reaction Database (ORD), a public repository of structured organic reaction records. Task: describe an organic reaction: reactants, conditions, products, and yield Starting materials: NC1=C(C(=O)O)C=CC=C1OC (2-amino-3-methoxy-benzoic acid), N1=CC=CC=C1 (pyridine), ClC(Cl)(OC(OC(Cl)(Cl)Cl)=O)Cl (triphosgene). Solvent: C(C)#N (acetonitrile), ClCCl (dichloromethane). Run at temperature 52.5 celsius, time 2 hour. The product is COC1=CC2=C(NC(OC2=O)=O)C=C1 (6-methoxy-1H-benzo[d][1,3]oxazine-2,4-dione). Reaction SMILES: N[C:2]1[C:10]([O:11][CH3:12])=[CH:9][CH:8]=[CH:7][C:3]=1[C:4]([OH:6])=[O:5].[N:13]1[CH:18]=CC=CC=1.ClC(Cl)([O:22]C(=O)OC(Cl)(Cl)Cl)Cl>C(#N)C.ClCCl>[CH3:12][O:11][C:10]1[CH:9]=[CH:8][C:7]2[NH:13][C:18](=[O:22])[O:6][C:4](=[O:5])[C:3]=2[CH:2]=1. Procedure: To a solution of 2-amino-3-methoxy-benzoic acid (2.50 g, 14.9 mmol) in anhydrous acetonitrile (25 mL) at 50-55° C. were simultaneously added pyridine (2.36 g, 29.8 mmol) and a solution of triphosgene (1.46 g, 4.90 mmol) in anhydrous dichloromethane (10 mL) over 20 minutes, the reaction was stirred at 50-55° C. for 2 hours. The solvent was removed and the residue was mixed with water (100 mL), the solid was filtered and rinsed with cold water (30 mL) and dried. The crude was further washed with e...